This data is from the Open Reaction Database (ORD), a public repository of structured organic reaction records. The task is: describe an organic reaction: reactants, conditions, products, and yield The reactants are Cc1ccc(Nc2cnc(-c3ccccc3)c(Cl)c2)c(C(=O)OC(C)(C)C)c1, O=C(O)C(F)(F)F. Yields the product Cc1ccc(Nc2cnc(-c3ccccc3)c(Cl)c2)c(C(=O)O)c1. Reaction SMILES: [Cl:1][c:2]1[cH:3][c:4]([NH:14][c:15]2[c:16]([C:17](=[O:18])[O:19][C:20]([CH3:21])([CH3:22])[CH3:23])[cH:24][c:25]([CH3:28])[cH:26][cH:27]2)[cH:5][n:6][c:7]1-[c:8]1[cH:9][cH:10][cH:11][cH:12][cH:13]1.[F:29][C:30]([F:31])([F:32])[C:33]([OH:34])=[O:35]>>[Cl:1][c:2]1[cH:3][c:4]([NH:14][c:15]2[c:16]([C:17](=[O:18])[OH:19])[cH:24][c:25]([CH3:28])[cH:26][cH:27]2)[cH:5][n:6][c:7]1-[c:8]1[cH:9][cH:10][cH:11][cH:12][cH:13]1. Procedure details: To a solution of 900 mg 4-{(S)-4-Benzyloxy-2-[(4-hydroxy-quinoline-2-carbonyl)-amino]-butyryl}-piperazine-1-carboxylic acid butyl ester in 6.7 ml of DMF, 587 mg of cesium carbonate and 351 mg of Bromo-acetic acid tert-butyl ester was added and the reaction mixture was stirred for 5 h at RT. Then, the reaction mixture was diluted with water and extracted with ethyl acetate. The organic phase was dried over MgSO4 and the solvents were removed under reduced pressure. The isolated crude product was ... The solvent is CN(C)C=O (DMF), O (water). The product is C(CCC)OC(=O)N1CCN(CC1)C([C@H](CCOCC1=CC=CC=C1)NC(=O)C1=NC2=CC=CC=C2C(=C1)OCC(=O)OC(C)(C)C)=O (4-{(S)-4-Benzyloxy-2-[(4-tert-butoxycarbonylmethoxy-quinoline-2-carbonyl)-amino]-butyryl}-piperazine-1-carboxylic acid butyl ester). Reaction conditions: time 5 hour. As a reaction SMILES: [CH2:1]([O:5][C:6]([N:8]1[CH2:13][CH2:12][N:11]([C:14](=[O:40])[C@@H:15]([NH:26][C:27]([C:29]2[CH:38]=[C:37]([OH:39])[C:36]3[C:31](=[CH:32][CH:33]=[CH:34][CH:35]=3)[N:30]=2)=[O:28])[CH2:16][CH2:17][O:18][CH2:19][C:20]2[CH:25]=[CH:24][CH:23]=[CH:22][CH:21]=2)[CH2:10][CH2:9]1)=[O:7])[CH2:2][CH2:3][CH3:4].C(=O)([O-])[O-].[Cs+].[Cs+].[C:47]([O:51][C:52](=[O:55])[CH2:53]Br)([CH3:50])([CH3:49])[CH3:48]>CN(C=O)C.O>[CH2:1]([O:5][C:6]([N:8]1[CH2:9][CH2:10][N:11]([C:14](=[O:40])[C@@H:15]([NH:26][C:27]([C:29]2[CH:38]=[C:37]([O:39][CH2:53][C:52]([O:51][C:47]([CH3:50])([CH3:49])[CH3:48])=[O:55])[C:36]3[C:31](=[CH:32][CH:33]=[CH:34][CH:35]=3)[N:30]=2)=[O:28])[CH2:16][CH2:17][O:18][CH2:19][C:20]2[CH:25]=[CH:24][CH:23]=[CH:22][CH:21]=2)[CH2:12][CH2:13]1)=[O:7])[CH2:2][CH2:3][CH3:4] |f:1.2.3|. The reactants are C(CCC)OC(=O)N1CCN(CC1)C([C@H](CCOCC1=CC=CC=C1)NC(=O)C1=NC2=CC=CC=C2C(=C1)O)=O (4-{(S)-4-Benzyloxy-2-[(4-hydroxy-quinoline-2-carbonyl)-amino]-butyryl}-piperazine-1-carboxylic acid butyl ester), C([O-])([O-])=O.[Cs+].[Cs+] (cesium carbonate), C(C)(C)(C)OC(CBr)=O (Bromo-acetic acid tert-butyl ester). Starting materials: C#CCOCCn1cnc2c(N)nc3ccccc3c21, C1CCNC1, [Cu]I, Cc1ccc(I)cc1C, Cl[Pd]Cl, c1ccc(P(c2ccccc2)c2ccccc2)cc1, c1ccc(P(c2ccccc2)c2ccccc2)cc1. Yields the product Cc1ccc(C#CCOCCn2cnc3c(N)nc4ccccc4c32)cc1C. As a reaction SMILES: [CH2:1]([C:2]#[CH:3])[O:4][CH2:5][CH2:6][n:7]1[cH:8][n:9][c:10]2[c:11]([NH2:20])[n:12][c:13]3[cH:14][cH:15][cH:16][cH:17][c:18]3[c:19]12.[CH2:73]1[CH2:74][NH:75][CH2:76][CH2:77]1.[Cu:30][I:31].[I:21][c:22]1[cH:23][c:24]([CH3:29])[c:25]([CH3:28])[cH:26][cH:27]1.[Pd:32]([Cl:33])[Cl:34].[c:35]1([P:36]([c:37]2[cH:38][cH:39][cH:40][cH:41][cH:42]2)[c:43]2[cH:44][cH:45][cH:46][cH:47][cH:48]2)[cH:49][cH:50][cH:51][cH:52][cH:53]1.[c:54]1([P:55]([c:56]2[cH:57][cH:58][cH:59][cH:60][cH:61]2)[c:62]2[cH:63][cH:64][cH:65][cH:66][cH:67]2)[cH:68][cH:69][cH:70][cH:71][cH:72]1>>[CH2:1]([C:2]#[C:3][c:22]1[cH:23][c:24]([CH3:29])[c:25]([CH3:28])[cH:26][cH:27]1)[O:4][CH2:5][CH2:6][n:7]1[cH:8][n:9][c:10]2[c:11]([NH2:20])[n:12][c:13]3[cH:14][cH:15][cH:16][cH:17][c:18]3[c:19]12.